This data is from the Open Reaction Database (ORD), a public repository of structured organic reaction records. The task is: describe an organic reaction: reactants, conditions, products, and yield Starting materials: O=C([O-])[O-], CC(C)(C)c1ccc(B(O)O)cc1, CCOC(=O)c1cnc2cc(NC(=O)c3ccccc3Br)ccc2c1, ClCCl, [K+], [K+], C1COCCO1. Yields the product CCOC(=O)c1cnc2cc(NC(=O)c3ccccc3-c3ccc(C(C)(C)C)cc3)ccc2c1. RXN SMILES: [C:26](=[O:27])([O-:28])[O-:29].[C:35]([CH3:36])([CH3:37])([CH3:38])[c:39]1[cH:40][cH:41][c:42]([B:45]([OH:46])[OH:47])[cH:43][cH:44]1.[CH2:1]([CH3:2])[O:3][C:4](=[O:5])[c:6]1[cH:7][n:8][c:9]2[cH:10][c:11]([NH:16][C:17]([c:18]3[c:19]([Br:24])[cH:20][cH:21][cH:22][cH:23]3)=[O:25])[cH:12][cH:13][c:14]2[cH:15]1.[Cl:32][CH2:33][Cl:34].[K+:30].[K+:31].[O:48]1[CH2:49][CH2:50][O:51][CH2:52][CH2:53]1>>[CH2:1]([CH3:2])[O:3][C:4](=[O:5])[c:6]1[cH:7][n:8][c:9]2[cH:10][c:11]([NH:16][C:17]([c:18]3[c:19](-[c:42]4[cH:41][cH:40][c:39]([C:35]([CH3:36])([CH3:37])[CH3:38])[cH:44][cH:43]4)[cH:20][cH:21][cH:22][cH:23]3)=[O:25])[cH:12][cH:13][c:14]2[cH:15]1.